Dataset: the Open Reaction Database (ORD), a public repository of structured organic reaction records. Task: describe an organic reaction: reactants, conditions, products, and yield The reactants are [C+4], CCOC(=O)Nc1ccccc1[N+](=O)[O-], CCO, [OH-], [OH-], [OH-], [OH-], [OH-], [OH-], [Pd+2]. The product is CCOC(=O)Nc1ccccc1N. As a reaction SMILES: [C+4:19].[CH2:1]([CH3:2])[O:3][C:4](=[O:5])[NH:6][c:7]1[c:8]([N+:13]([O-:14])=[O:15])[cH:9][cH:10][cH:11][cH:12]1.[CH3:16][CH2:17][OH:18].[OH-:20].[OH-:22].[OH-:23].[OH-:24].[OH-:25].[OH-:26].[Pd+2:21]>>[CH2:1]([CH3:2])[O:3][C:4](=[O:5])[NH:6][c:7]1[c:8]([NH2:13])[cH:9][cH:10][cH:11][cH:12]1. The reactants are BrC=C(C)C1=CC(=C(C=C1)Cl)Cl (4-(1-bromoprop-1-en-2-yl)-1,2-dichlorobenzene), ClC=1C=C2C3=C(NC2=CC1)C(N(CC3)C)C (6-chloro-1,2-dimethyl-2,3,4,9-tetrahydro-1H-pyrido[3,4-b]indole), N1[C@H](C(=O)O)CCC1 (L-proline), [O-]P(=O)([O-])[O-].[K+].[K+].[K+] (K3PO4). Reagents/catalysts: [Cu]I (CuI). The solvent is CN(C)C=O (DMF). Run at time 10 minute. Product: ClC=1C=C2C3=C(N(C2=CC1)C=C(C)C1=CC(=C(C=C1)Cl)Cl)C(N(CC3)C)C (6-chloro-9-(2-(3,4-dichlorophenyl)prop-1-enyl)-1,2-dimethyl-2,3,4,9-tetrahydro-1H-pyrido[3,4-b]indole). Isolated yield 36.9%. RXN SMILES: [Cl:1][C:2]1[CH:3]=[C:4]2[C:8](=[CH:9][CH:10]=1)[NH:7][C:6]1[CH:11]([CH3:16])[N:12]([CH3:15])[CH2:13][CH2:14][C:5]2=1.N1CCC[C@H]1C(O)=O.[O-]P([O-])([O-])=O.[K+].[K+].[K+].Br[CH:34]=[C:35]([C:37]1[CH:42]=[CH:41][C:40]([Cl:43])=[C:39]([Cl:44])[CH:38]=1)[CH3:36]>CN(C=O)C.[Cu]I>[Cl:1][C:2]1[CH:3]=[C:4]2[C:8](=[CH:9][CH:10]=1)[N:7]([CH:34]=[C:35]([C:37]1[CH:42]=[CH:41][C:40]([Cl:43])=[C:39]([Cl:44])[CH:38]=1)[CH3:36])[C:6]1[CH:11]([CH3:16])[N:12]([CH3:15])[CH2:13][CH2:14][C:5]2=1 |f:2.3.4.5|. Procedure: 6-chloro-1,2-dimethyl-2,3,4,9-tetrahydro-1H-pyrido[3,4-b]indole (74 mg, 0.31 mmol) was dissolved in DMF (5 mL). To this solution was added CuI (6 mg, 0.031 mmol), L-proline (7 mg, 0.063 mmol), K3PO4 (134 mg, 0.63 mmol). The reaction mixture was stirred for 10 min at room temperature followed by addition of 4-(1-bromoprop-1-en-2-yl)-1,2-dichlorobenzene (100 mg, 0.378 mmol). The reaction mixture was heated at 80° C. overnight. Solvent was evaporated under reduced pressure, the residue was diluted ... Conditions: temperature -40 celsius, time 30 minute. Run in C1CCOC1 (THF). Reported procedure: To a solution of (7aR)-3-(trichloromethyl)tetrahydropyrrolo[1,2-c]oxazol-1(3H)-one (D1) (0.2 g, 0.82 mol) in THF (10 ml) cooled at −78° C. LDA 2M sol in THF/heptane (0.58 ml, 1.17 mol) was added and the mixture stirred 30 min. Diiodomethane (0.185 ml, 2.97 mol) was added and the temperature was allowed to warm to −40° C. over a period of 2 hrs then left at this temperature for an additional hour. The resulting mixture was partitioned between DCM and H2O. The aqueous phase was extracted with DCM ... Starting materials: ClC(C1OC([C@@H]2N1CCC2)=O)(Cl)Cl ((7aR)-3-(trichloromethyl)tetrahydropyrrolo[1,2-c]oxazol-1(3H)-one), C1CCOC1.CCCCCCC (THF heptane), ICI (Diiodomethane), [Li+].CC(C)[N-]C(C)C (LDA). The product is C[C@]12N(C(OC1=O)C(Cl)(Cl)Cl)CCC2 ((7aR)-7a-methyl-3-(trichloromethyl)tetrahydropyrrolo[1,2-c]oxazol-1(3H)-one), material. As a reaction SMILES: [Cl:1][C:2]([Cl:13])([Cl:12])[CH:3]1[N:7]2[CH2:8][CH2:9][CH2:10][C@@H:6]2[C:5](=[O:11])[O:4]1.[Li+].[CH3:15]C([N-]C(C)C)C.C1COCC1.CCCCCCC.ICI>C1COCC1>[CH3:15][C@:6]12[CH2:10][CH2:9][CH2:8][N:7]1[CH:3]([C:2]([Cl:1])([Cl:12])[Cl:13])[O:4][C:5]2=[O:11] |f:1.2,3.4|.